Dataset: the Open Reaction Database (ORD), a public repository of structured organic reaction records. Task: describe an organic reaction: reactants, conditions, products, and yield Starting materials: C(C(C)(C)C)(=O)Cl (pivaloyl chloride), COC1=CC=C(CS[C@H]2C[C@H](N(C2)C(=O)OCC2=CC=C(C=C2)[N+](=O)[O-])C(=O)O)C=C1 ((2S, 4S)-4-(4-methoxybenzylthio)-1-(4-nitrobenzyloxycarbonyl)-2-pyrrolidinecarboxylic acid), C(C)(C)N(CC)C(C)C (diisopropylethylamine), 122(a), ( b ), Cl.N1(N=CN=C1)C1CNC1 (3-(1-1,2,4-triazolyl)azetidine hydrochloride), N1N=CN=C1 (1,2,4-triazole). Run in O1CCCC1 (tetrahydrofuran), C(C)N(CC)CC (triethylamine), C(C)#N (acetonitrile). Conditions: temperature 0 celsius, time 5 minute. Yields the product COC1=CC=C(CS[C@H]2C[C@H](N(C2)C(=O)OCC2=CC=C(C=C2)[N+](=O)[O-])C(=O)N2CC(C2)N2N=CN=C2)C=C1 ((2S, 4S)-4-(4-Methoxybenzylthio)-2-[3-(1-1,2,4-triazolyl)-1-azetidinylcarbonyl)-1-(4-nitrobenzyloxycarbonyl)pyrrolidine). The yield is 62.2%. Reaction SMILES: [CH3:1][O:2][C:3]1[CH:31]=[CH:30][C:6]([CH2:7][S:8][C@@H:9]2[CH2:13][N:12]([C:14]([O:16][CH2:17][C:18]3[CH:23]=[CH:22][C:21]([N+:24]([O-:26])=[O:25])=[CH:20][CH:19]=3)=[O:15])[C@H:11]([C:27]([OH:29])=O)[CH2:10]2)=[CH:5][CH:4]=1.C(Cl)(=O)C(C)(C)C.Cl.[N:40]1([CH:45]2[CH2:48][NH:47][CH2:46]2)[CH:44]=[N:43][CH:42]=[N:41]1.N1C=NC=N1.C(N(C(C)C)CC)(C)C>O1CCCC1.C(#N)C.C(N(CC)CC)C>[CH3:1][O:2][C:3]1[CH:4]=[CH:5][C:6]([CH2:7][S:8][C@@H:9]2[CH2:13][N:12]([C:14]([O:16][CH2:17][C:18]3[CH:23]=[CH:22][C:21]([N+:24]([O-:26])=[O:25])=[CH:20][CH:19]=3)=[O:15])[C@H:11]([C:27]([N:47]3[CH2:48][CH:45]([N:40]4[CH:44]=[N:43][CH:42]=[N:41]4)[CH2:46]3)=[O:29])[CH2:10]2)=[CH:30][CH:31]=1 |f:2.3|. Procedure details: 1.13 g of (2S, 4S)-4-(4-methoxybenzylthio)-1-(4-nitrobenzyloxycarbonyl)-2-pyrrolidinecarboxylic acid were dissolved in 11 ml of dry tetrahydrofuran, and the resulting solution was cooled to 0° C. 280 mg of triethylamine were added to the solution, followed by 320 mg of pivaloyl chloride, and the mixture was stirred at the same temperature for 5 minutes. At the end of this time, a mixture of 1.36 g of 3-(1-1,2,4-triazolyl)azetidine hydrochloride [prepared by a procedure similar to that described ... The reactants are CCOC(C)=O, Nc1ccc(C2=CCC3(CC2)OCCO3)cc1Cl, O=[Pt]. Yields the product Nc1ccc(C2CCC3(CC2)OCCO3)cc1Cl. Reaction SMILES: [CH3:19][CH2:20][O:21][C:22](=[O:23])[CH3:24].[Cl:1][c:2]1[c:3]([NH2:4])[cH:5][cH:6][c:7]([C:9]2=[CH:10][CH2:11][C:12]3([O:13][CH2:14][CH2:15][O:16]3)[CH2:17][CH2:18]2)[cH:8]1.[Pt:25]=[O:26]>>[Cl:1][c:2]1[c:3]([NH2:4])[cH:5][cH:6][c:7]([CH:9]2[CH2:10][CH2:11][C:12]3([O:13][CH2:14][CH2:15][O:16]3)[CH2:17][CH2:18]2)[cH:8]1. The reactants are C(C)(C)(C)OC(NC1(CCC1)C1=CC=C(C=C1)C=1N=C2N(C=C(C=C2)CO)C1C1=CC=CC=C1)=O ({1-[4-(6-hydroxymethyl-3-phenyl-imidazo[1,2-a]pyridin-2-yl)-phenyl]-cyclobutyl}-carbamic acid tert-butyl ester), [H-].[Na+] (sodium hydride), CI (Methyl iodide). Solvent: CN(C)C=O (DMF). Reaction conditions: time 30 minute. The product is C(C)(C)(C)OC(NC1(CCC1)C1=CC=C(C=C1)C=1N=C2N(C=C(C=C2)COC)C1C1=CC=CC=C1)=O ({1-[4-(6-methoxymethyl-3-phenyl-imidazo[1,2-a]pyridin-2-yl)-phenyl]-cyclobutyl}-carbamic acid tert-butyl ester). RXN SMILES: [C:1]([O:5][C:6](=[O:35])[NH:7][C:8]1([C:12]2[CH:17]=[CH:16][C:15]([C:18]3[N:19]=[C:20]4[CH:25]=[CH:24][C:23]([CH2:26][OH:27])=[CH:22][N:21]4[C:28]=3[C:29]3[CH:34]=[CH:33][CH:32]=[CH:31][CH:30]=3)=[CH:14][CH:13]=2)[CH2:11][CH2:10][CH2:9]1)([CH3:4])([CH3:3])[CH3:2].[H-].[Na+].[CH3:38]I>CN(C=O)C>[C:1]([O:5][C:6](=[O:35])[NH:7][C:8]1([C:12]2[CH:13]=[CH:14][C:15]([C:18]3[N:19]=[C:20]4[CH:25]=[CH:24][C:23]([CH2:26][O:27][CH3:38])=[CH:22][N:21]4[C:28]=3[C:29]3[CH:30]=[CH:31][CH:32]=[CH:33][CH:34]=3)=[CH:16][CH:17]=2)[CH2:11][CH2:10][CH2:9]1)([CH3:4])([CH3:2])[CH3:3] |f:1.2|. Reported procedure: A solution of {1-[4-(6-hydroxymethyl-3-phenyl-imidazo[1,2-a]pyridin-2-yl)-phenyl]-cyclobutyl}-carbamic acid tert-butyl ester (67 mg) in DMF (0.6 mL) under argon at 0° C. was treated with sodium hydride (8.4 mg of a 60% dispersion in mineral oil) and stirred for 30 minutes. Methyl iodide (0.007 mL) was added dropwise, the mixture warmed to rt and stirred for 3 hours. The mixture was partitioned between ethyl acetate and water and the organic phase washed with brine, dried and concentrated in vacu... The reactants are CCO, [Cl-], [Fe], O=[N+]([O-])c1ccc2c(c1)nc(C=Cc1ccccc1)n2-c1ccccn1, [NH4+], O. Yields the product Nc1ccc2c(c1)nc(C=Cc1ccccc1)n2-c1ccccn1. Reaction SMILES: [CH3:29][CH2:30][OH:31].[Cl-:1].[Fe:33].[N+:3]([O-:4])(=[O:5])[c:6]1[cH:7][c:8]2[c:9]([n:10](-[c:21]3[n:22][cH:23][cH:24][cH:25][cH:26]3)[c:11]([CH:13]=[CH:14][c:15]3[cH:16][cH:17][cH:18][cH:19][cH:20]3)[n:12]2)[cH:27][cH:28]1.[NH4+:2].[OH2:32]>>[NH2:3][c:6]1[cH:7][c:8]2[c:9]([n:10](-[c:21]3[n:22][cH:23][cH:24][cH:25][cH:26]3)[c:11]([CH:13]=[CH:14][c:15]3[cH:16][cH:17][cH:18][cH:19][cH:20]3)[n:12]2)[cH:27][cH:28]1. Starting materials: CC1=CC=C(C=C1)S(=O)(=O)[O-].CC1(NC(N(C1)CC[N+](C)(C)CCOCCOCCOC)=O)C (2-(4,4-dimethyl-2-oxoimidazolidin-1-yl)-N-(2-(2-(2-methoxyethoxy)ethoxy)ethyl)-N,N-dimethylethanaminium 4-methylbenzenesulfonate), C(C)(C)(C)OCl (tert-Butylhypochlorite). Solvent: CO (methanol). Conditions: temperature 0 celsius, time 2 hour. Yields the product CC1=CC=C(C=C1)S(=O)(=O)[O-].ClN1C(N(CC1(C)C)CC[N+](C)(C)CCOCCOCCOC)=O (2-(3-chloro-4,4-dimethyl-2-oxoimidazolidin-1-yl)-N-(2-(2-(2-methoxyethoxy)ethoxy)ethyl)-N,N-dimethylethanaminium 4-methylbenzenesulfonate). Isolated yield 43.6%. As a reaction SMILES: [CH3:1][C:2]1[CH:7]=[CH:6][C:5]([S:8]([O-:11])(=[O:10])=[O:9])=[CH:4][CH:3]=1.[CH3:12][C:13]1([CH3:34])[CH2:17][N:16]([CH2:18][CH2:19][N+:20]([CH2:23][CH2:24][O:25][CH2:26][CH2:27][O:28][CH2:29][CH2:30][O:31][CH3:32])([CH3:22])[CH3:21])[C:15](=[O:33])[NH:14]1.C(O[Cl:40])(C)(C)C>CO>[CH3:1][C:2]1[CH:3]=[CH:4][C:5]([S:8]([O-:11])(=[O:10])=[O:9])=[CH:6][CH:7]=1.[Cl:40][N:14]1[C:13]([CH3:34])([CH3:12])[CH2:17][N:16]([CH2:18][CH2:19][N+:20]([CH2:23][CH2:24][O:25][CH2:26][CH2:27][O:28][CH2:29][CH2:30][O:31][CH3:32])([CH3:22])[CH3:21])[C:15]1=[O:33] |f:0.1,4.5|. Procedure details: A solution of 2-(4,4-dimethyl-2-oxoimidazolidin-1-yl)-N-(2-(2-(2-methoxyethoxy)ethoxy)ethyl)-N,N-dimethylethanaminium 4-methylbenzenesulfonate (162 mg, 0.32 mmol) in methanol (1 ml) was cooled to 0° C. tert-Butylhypochlorite (45 ul, 0.4 mmol) was added. The resulting solution was stirred for 2 hours at 0° C. and then concentrated under reduced pressure. The residue was purified by reverse phase HPLC eluting from a C18 column with a gradient of 5 to 95% CH3CN in water (with 0.01% acetic acid) to ... Starting materials: C(C)(C)(C)OC(=O)N[C@H](CC1=CNC2=CC=CC=C12)C(=O)O (N-tert-butoxycarbonyl-D-tryptophan), C(C)I (ethyl iodide). Yields the product C(C)(C)(C)OC(=O)N[C@@H](C(=O)O)CC1=CN(C2=CC=CC=C12)CC ((R)-2-(tert-butoxycarbonylamino)-3-(1-ethyl-1H-indol-3-yl)propanoic acid). RXN SMILES: [C:1]([O:5][C:6]([NH:8][C@@H:9]([C:20]([OH:22])=[O:21])[CH2:10][C:11]1[C:19]2[C:14](=[CH:15][CH:16]=[CH:17][CH:18]=2)[NH:13][CH:12]=1)=[O:7])([CH3:4])([CH3:3])[CH3:2].[CH2:23](I)[CH3:24]>>[C:1]([O:5][C:6]([NH:8][C@H:9]([CH2:10][C:11]1[C:19]2[C:14](=[CH:15][CH:16]=[CH:17][CH:18]=2)[N:13]([CH2:23][CH3:24])[CH:12]=1)[C:20]([OH:22])=[O:21])=[O:7])([CH3:4])([CH3:2])[CH3:3]. Procedure: The procedure of Referential Example 1(a) was repeated, except that N-tert-butoxycarbonyl-D-tryptophan (462 mg) and ethyl iodide (184 μL) were used, whereby the title compound (456 mg) was yielded. Starting materials: Cc1ccc(S(=O)(=O)O)cc1, CO, O=C(O)C1CCOCC1, O. Yields the product COC(=O)C1CCOCC1. RXN SMILES: [CH3:11][c:12]1[cH:13][cH:14][c:15]([S:16]([OH:17])(=[O:18])=[O:19])[cH:20][cH:21]1.[CH3:22][OH:23].[O:1]1[CH2:2][CH2:3][CH:4]([C:7](=[O:8])[OH:9])[CH2:5][CH2:6]1.[OH2:10]>>[O:1]1[CH2:2][CH2:3][CH:4]([C:7](=[O:8])[O:9][CH3:11])[CH2:5][CH2:6]1.